This data is from the Open Reaction Database (ORD), a public repository of structured organic reaction records. The task is: describe an organic reaction: reactants, conditions, products, and yield The reactants are C1=CC=CC=2C(C3=C(CCC21)C=CC=C3)=CC3=CC=C(C=C3)N (4-(10,11-dihydro-dibenzo[a,d]cyclohepten-5-ylidenemethyl)-phenylamine), CN(S(=O)(=O)Cl)C (dimethylsulfamoyl chloride). The product is C1=CC=CC=2C(C3=C(CCC21)C=CC=C3)=CC3=CC=C(C=C3)NS(N(C)C)(=O)=O (Dimethylsulfamic acid [4-(10,11-dihydro-dibenzo[a,d]cyclohepten-5-ylidenemethyl)-phenyl]-amide). Yield: 61.1%. Reaction SMILES: [CH:1]1[C:11]2[CH2:10][CH2:9][C:8]3[CH:12]=[CH:13][CH:14]=[CH:15][C:7]=3[C:6](=[CH:16][C:17]3[CH:22]=[CH:21][C:20]([NH2:23])=[CH:19][CH:18]=3)[C:5]=2[CH:4]=[CH:3][CH:2]=1.[CH3:24][N:25]([CH3:30])[S:26](Cl)(=[O:28])=[O:27]>>[CH:1]1[C:11]2[CH2:10][CH2:9][C:8]3[CH:12]=[CH:13][CH:14]=[CH:15][C:7]=3[C:6](=[CH:16][C:17]3[CH:22]=[CH:21][C:20]([NH:23][S:26](=[O:28])(=[O:27])[N:25]([CH3:30])[CH3:24])=[CH:19][CH:18]=3)[C:5]=2[CH:4]=[CH:3][CH:2]=1. Procedure: Following procedures essentially as described in Example 90, 4-(10,11-dihydro-dibenzo[a,d]cyclohepten-5-ylidenemethyl)-phenylamine (100 mg, 0.336 mmol) and dimethylsulfamoyl chloride (144 mg, 1.01 mmol) affords 83 mg (61%) of the title compound as a white solid. MS (ES) 427 (M+Na), 403 (M−H); HPLC shows 87% purity. Reactants: CCCCCC, CC(C)(C)OC(=O)NCCc1ccc(OC2CCN(C(=O)NCc3ccc(F)cc3)CC2)cc1. Yields the product NCCc1ccc(OC2CCN(C(=O)NCc3ccc(F)cc3)CC2)cc1. As a reaction SMILES: [CH3:35][CH2:36][CH2:37][CH2:38][CH2:39][CH3:40].[F:1][c:2]1[cH:3][cH:4][c:5]([CH2:6][NH:7][C:8](=[O:9])[N:10]2[CH2:11][CH2:12][CH:13]([O:16][c:17]3[cH:18][cH:19][c:20]([CH2:21][CH2:22][NH:23][C:24](=[O:25])[O:26][C:27]([CH3:28])([CH3:29])[CH3:30])[cH:31][cH:32]3)[CH2:14][CH2:15]2)[cH:33][cH:34]1>>[F:1][c:2]1[cH:3][cH:4][c:5]([CH2:6][NH:7][C:8](=[O:9])[N:10]2[CH2:11][CH2:12][CH:13]([O:16][c:17]3[cH:18][cH:19][c:20]([CH2:21][CH2:22][NH2:23])[cH:31][cH:32]3)[CH2:14][CH2:15]2)[cH:33][cH:34]1.